From a dataset of the Open Reaction Database (ORD), a public repository of structured organic reaction records. describe an organic reaction: reactants, conditions, products, and yield Reactants: C(C=C)N1C[C@@H](N(C[C@H]1C)[C@@H](C1=CC(=CC=C1)O[Si](C)(C)C(C)(C)C)C=1C=C(C(=O)Cl)C=CC1)C (3-((αR)-α-((2S,5R)-4-allyl-2,5-dimethyl-1-piperazinyl)-3-(tert-butyldimethylsilyloxy)benzyl)benzoyl chloride), FC1=C(N)C=CC=C1 (2-fluoroaniline), C(C)(=O)OC(C)=O (acetic anhydride). Product: FC1=C(NCC)C=CC=C1 (2-Fluoro-N-ethylaniline), C(C=C)N1C[C@@H](N(C[C@H]1C)[C@@H](C1=CC(=CC=C1)O)C=1C=C(C(=O)N(C2=C(C=CC=C2)F)CC)C=CC1)C ((+)-3-((αR)-α-((2S,5R)-4-allyl-2,5-dimethyl-1-piperazinyl)-3-hydroxybenzyl)-N-ethyl-N-(2-fluorophenyl)benzamide). RXN SMILES: [F:1][C:2]1[CH:8]=[CH:7][CH:6]=[CH:5][C:3]=1[NH2:4].[C:9](O[C:13](=O)[CH3:14])(=O)[CH3:10].[CH2:16]([N:19]1[C@H:24]([CH3:25])[CH2:23][N:22]([C@H:26]([C:41]2[CH:42]=[C:43]([CH:47]=[CH:48][CH:49]=2)[C:44](Cl)=[O:45])[C:27]2[CH:32]=[CH:31][CH:30]=[C:29]([O:33][Si](C(C)(C)C)(C)C)[CH:28]=2)[C@@H:21]([CH3:50])[CH2:20]1)[CH:17]=[CH2:18]>>[F:1][C:2]1[CH:8]=[CH:7][CH:6]=[CH:5][C:3]=1[NH:4][CH2:9][CH3:10].[CH2:16]([N:19]1[C@H:24]([CH3:25])[CH2:23][N:22]([C@H:26]([C:41]2[CH:42]=[C:43]([CH:47]=[CH:48][CH:49]=2)[C:44]([N:4]([CH2:13][CH3:14])[C:3]2[CH:5]=[CH:6][CH:7]=[CH:8][C:2]=2[F:1])=[O:45])[C:27]2[CH:32]=[CH:31][CH:30]=[C:29]([OH:33])[CH:28]=2)[C@@H:21]([CH3:50])[CH2:20]1)[CH:17]=[CH2:18]. Procedure details: 2-Fluoro-N-ethylaniline [NMR (DMSO-d6, 200 MHz): δ 1.16 (t, J=7.1 Hz, 3H); 3.11 (dq, J1 =7.2 Hz, J2 =6.5 Hz, 2H); 5.30 (br m, 1H); 6.48-6.59 (m, 1H); 6.70 (t, J=8.5 Hz, 1H); 6.92-7.06 (m, 2H)] was prepared from 2-fluoroaniline and acetic anhydride, coupled with 3-((αR)-α-((2S,5R)-4-allyl-2,5-dimethyl-1-piperazinyl)-3-(tert-butyldimethylsilyloxy)benzyl)benzoyl chloride, deprotected and purified by the methods described in Example 10 to give (+)-3-((αR)-α-((2S,5R)-4-allyl-2,5-dimethyl-1-piperaziny... Reactants: B, CCCCNC(=O)COC1CCCCC1, C1CCOC1, CSC, CO, Cl, [Na+], [OH-]. Product: CCCCNCCOC1CCCCC1. Reaction SMILES: [BH3:19].[CH2:1]([CH2:2][CH2:3][CH3:4])[NH:5][C:6]([CH2:7][O:8][CH:9]1[CH2:10][CH2:11][CH2:12][CH2:13][CH2:14]1)=[O:15].[CH2:25]1[O:26][CH2:27][CH2:28][CH2:29]1.[CH3:16][S:17][CH3:18].[CH3:23][OH:24].[ClH:20].[Na+:22].[OH-:21]>>[CH2:1]([CH2:2][CH2:3][CH3:4])[NH:5][CH2:6][CH2:7][O:8][CH:9]1[CH2:10][CH2:11][CH2:12][CH2:13][CH2:14]1. Reactants: S1C(=CC=C1)CC(=O)O (thiolacetic acid), N(=[N+]=[N-])[C@H]1C[C@@H](N(C1)C(=O)OC(C)(C)C)C ((2S,4S)-4-azido-1-t-butoxycarbonyl-2-methylpyrrolidine). Run at time 4 hour. Product: C(C)(=O)N[C@H]1C[C@@H](N(C1)C(=O)OC(C)(C)C)C ((2S,4S)-4-acetamido-1-t-butoxycarbonyl-2-methylpyrrolidine). The yield is 84.3%. Reaction SMILES: S1C=CC=C1[CH2:6][C:7](O)=[O:8].[N:10]([C@@H:13]1[CH2:17][N:16]([C:18]([O:20][C:21]([CH3:24])([CH3:23])[CH3:22])=[O:19])[C@@H:15]([CH3:25])[CH2:14]1)=[N+]=[N-]>>[C:7]([NH:10][C@@H:13]1[CH2:17][N:16]([C:18]([O:20][C:21]([CH3:24])([CH3:23])[CH3:22])=[O:19])[C@@H:15]([CH3:25])[CH2:14]1)(=[O:8])[CH3:6]. Procedure: Under a nitrogen atmosphere, 0.27 mL (280 mg, 3.7 mmol) of thiolacetic acid was added to 210 mg (0.93 mmol) of (2S,4S)-4-azido-1-t-butoxycarbonyl-2-methylpyrrolidine. The reaction mixture was stirred at room temperature for approximately four hours and concentrated with a rotary evaporator. The resulting oil was subjected to flash column chromatography using 1:1 ethyl acetate/hexane followed by ethyl acetate as eluant to obtain 190 mg of (2S,4S)-4-acetamido-1-t-butoxycarbonyl-2-methylpyrrolidine... Reactants: C(C)OC(=O)C1C(CCCC1)=O (2-oxo-cyclohexane carboxylic acid ethyl ester), crude product, BrC1C(CCC(C1)C(C)C)=O (2-bromo-4-isopropyl-cyclohexanone). Yields the product C(C)OC(=O)C1C(C(CCC1)Br)=O (3-bromo-2-oxo-cyclohexane carboxylic acid ethyl ester). RXN SMILES: [CH2:1]([O:3][C:4]([CH:6]1[CH2:11][CH2:10][CH2:9][CH2:8][C:7]1=[O:12])=[O:5])[CH3:2].[Br:13]C1CC(C(C)C)CCC1=O>>[CH2:1]([O:3][C:4]([CH:6]1[CH2:11][CH2:10][CH2:9][CH:8]([Br:13])[C:7]1=[O:12])=[O:5])[CH3:2]. Procedure: The bromination of 2-oxo-cyclohexane carboxylic acid ethyl ester takes place in a manner similar to that described above for the preparation of 2-bromo-4-isopropyl-cyclohexanone. The title compound is reacted as a crude product without further characterization. Solvent: CCOCC (ether), CCOCC (ether). RXN SMILES: [NH2:1][C:2]1[NH:7][CH2:6][C:5]2=[C:8]([CH3:15])[N:9]=[C:10]([CH2:11][CH:12]([CH3:14])[CH3:13])[N:4]2[N:3]=1.[CH3:16][Mg]I.[Cl-:19].[NH4+]>CCOCC>[ClH:19].[NH2:1][C:2]1[NH:7][CH:6]([CH3:16])[C:5]2=[C:8]([CH3:15])[N:9]=[C:10]([CH2:11][CH:12]([CH3:13])[CH3:14])[N:4]2[N:3]=1 |f:2.3,5.6|. Starting materials: [Cl-].[NH4+] (ammonium chloride), NC1=NN2C(CN1)=C(N=C2CC(C)C)C (2-Amino-3,4-dihydro-7-isobutyl-5-methylimidazo [5,1-f]-as-triazine), C[Mg]I (methyl magnesium iodide). Product: Cl.NC1=NN2C(C(N1)C)=C(N=C2CC(C)C)C (2-Amino-3,4-dihydro-4,5-dimethyl-7-isobutylimidazo-[5,1-f]-as-triazine, hydrochloride). Reaction conditions: time 8 hour. Reported procedure: 2-Amino-3,4-dihydro-7-isobutyl-5-methylimidazo [5,1-f]-as-triazine (Example 3f) (2 g.) in dry ether (50 ml) was added to methyl magnesium iodide (prepared from magnesium (1.17 g.) and methyl iodide (2.56 ml.)) in ether (50 ml.). The mixture was heated under reflux for 2 hours and kept overnight. Aqueous ammonium chloride (100 ml., 1%) was added and the ether layer was separated. The aqueous layer was kept for 4 days and the solid that crystallised was collected and crystallised from a mixture of... Starting materials: CS(=O)(=O)C1=CC=C(O1)[C@H](CC)N[S@](=O)C(C)(C)C ((R)-2-methyl-propane-2-sulfinic acid[(S)-1-(5-methanesulfonyl-furan-2-yl)-propyl]amide), Cl (HCl), O1CCOCC1 (dioxane). The solvent is CO (methanol). Reaction conditions: time 1 hour. Yields the product Cl.CS(=O)(=O)C1=CC=C(O1)[C@H](CC)N ((S)-1-(5-methanesulfonyl-furan-2-yl)-propylamine hydrochloride). RXN SMILES: [CH3:1][S:2]([C:5]1[O:9][C:8]([C@@H:10]([NH:13][S@@](C(C)(C)C)=O)[CH2:11][CH3:12])=[CH:7][CH:6]=1)(=[O:4])=[O:3].[ClH:20].O1CCOCC1>CO>[ClH:20].[CH3:1][S:2]([C:5]1[O:9][C:8]([C@@H:10]([NH2:13])[CH2:11][CH3:12])=[CH:7][CH:6]=1)(=[O:4])=[O:3] |f:4.5|. Reported procedure: To a solution of (R)-2-methyl-propane-2-sulfinic acid[(S)-1-(5-methanesulfonyl-furan-2-yl)-propyl]amide (0.530 g, 1.72 mmol) in methanol (5 mL) was added 4 N HCl in dioxane (2 mL, 8 mmol). After 1 hour, the mixture was concentrated in vacuo to afford (S)-1-(5-methanesulfonyl-furan-2-yl)-propylamine hydrochloride. The reactants are CCOC(=O)c1cn(-c2ncccc2C=O)nc1C, CO, CCOC(C)=O. Product: CCOC(=O)c1cn(-c2ncccc2CO)nc1C. As a reaction SMILES: [CH2:1]([CH3:2])[O:3][C:4](=[O:5])[c:6]1[c:7]([CH3:19])[n:8][n:9](-[c:11]2[n:12][cH:13][cH:14][cH:15][c:16]2[CH:17]=[O:18])[cH:10]1.[CH3:20][OH:21].[CH3:22][CH2:23][O:24][C:25](=[O:26])[CH3:27]>>[CH2:1]([CH3:2])[O:3][C:4](=[O:5])[c:6]1[c:7]([CH3:19])[n:8][n:9](-[c:11]2[n:12][cH:13][cH:14][cH:15][c:16]2[CH2:17][OH:18])[cH:10]1. The reactants are CC#N, O=CCCCC=O, O=[N+]([O-])C=C1NCCN1Cc1ccc(Cl)nc1, Cl. The product is O=[N+]([O-])C1=C2N(Cc3ccc(Cl)nc3)CCN2C2CCCC1O2. Reaction SMILES: [CH3:26][C:27]#[N:28].[CH:18]([CH2:19][CH2:20][CH2:21][CH:22]=[O:23])=[O:24].[Cl:1][c:2]1[n:3][cH:4][c:5]([CH2:8][N:9]2[C:10](=[CH:14][N+:15](=[O:16])[O-:17])[NH:11][CH2:12][CH2:13]2)[cH:6][cH:7]1.[ClH:25]>>[Cl:1][c:2]1[n:3][cH:4][c:5]([CH2:8][N:9]2[C:10]3=[C:14]([N+:15](=[O:16])[O-:17])[CH:22]4[CH2:21][CH2:20][CH2:19][CH:18]([N:11]3[CH2:12][CH2:13]2)[O:24]4)[cH:6][cH:7]1. The solvent is O (water). The product is OCCC(=C=C)COC(C1=CC=CC=C1)=O (5-Hydroxy-3-benzoyloxymethylpent-1,2-diene). As a reaction SMILES: COC1C=CC(C[O:8][CH2:9][CH2:10][C:11]([CH2:14][O:15][C:16](=[O:23])[C:17]2[CH:22]=[CH:21][CH:20]=[CH:19][CH:18]=2)=[C:12]=[CH2:13])=CC=1.C(Cl)Cl.ClC1C(=O)C(C#N)=C(C#N)C(=O)C=1Cl>O>[OH:8][CH2:9][CH2:10][C:11]([CH2:14][O:15][C:16](=[O:23])[C:17]1[CH:22]=[CH:21][CH:20]=[CH:19][CH:18]=1)=[C:12]=[CH2:13]. Starting materials: COC1=CC=C(COCCC(=C=C)COC(C2=CC=CC=C2)=O)C=C1 (5-(p-methoxybenzyloxy)-3-benzoyloxymethylpent-1,2-diene), C(Cl)Cl (methylene chloride), ClC=1C(C(=C(C(C1Cl)=O)C#N)C#N)=O (2,3-dichloro-5,6-dicyano-1,4-benzoquinone). Reported procedure: Combine 5-(p-methoxybenzyloxy)-3-benzoyloxymethylpent-1,2-diene (12.0 mmol), methylene chloride (25 mL) and water (1.25 mL). Add 2,3-dichloro-5,6-dicyano-1,4-benzoquinone (12.5 mmol) with rapid stirring. After 1.5 hours filter the reaction mixture and extract the filtrate three times with water, dry over MgSO4 and concentrate in vacuo. Chromatograph on silica gel to give the title compound. Reactants: δ, OC=1C=C(C=CC1)C(C)=O (1-(3-hydroxyphenyl)ethanone), ClC1=CC=C(C=C1)C(CCCCN1CCC(CC1)C=1C=C(C=CC1)NC(C(C)C)=O)O (N-(3-{1-[5-(4-chlorophenyl)-5-hydroxypentyl]-4-piperidinyl}phenyl)-2-methylpropanamide), Cl (HCl). Yields the product C(C)(=O)C=1C=C(OC(CCCCN2CCC(CC2)C=2C=C(C=CC2)NC(C(C)C)=O)C2=CC=C(C=C2)Cl)C=CC1 (N-(3-{1-[5-(3-ACETYLPHENOXY)-5-(4-CHLOROPHENYL)PENTYL]-4-PIPERIDINYL}PHENYL)-2-METHYLPROPANAMIDE). Reaction SMILES: [OH:1][C:2]1[CH:3]=[C:4]([C:8](=[O:10])[CH3:9])[CH:5]=[CH:6][CH:7]=1.[Cl:11][C:12]1[CH:17]=[CH:16][C:15]([CH:18](O)[CH2:19][CH2:20][CH2:21][CH2:22][N:23]2[CH2:28][CH2:27][CH:26]([C:29]3[CH:30]=[C:31]([NH:35][C:36](=[O:40])[CH:37]([CH3:39])[CH3:38])[CH:32]=[CH:33][CH:34]=3)[CH2:25][CH2:24]2)=[CH:14][CH:13]=1.Cl>>[C:8]([C:4]1[CH:3]=[C:2]([CH:7]=[CH:6][CH:5]=1)[O:1][CH:18]([C:15]1[CH:14]=[CH:13][C:12]([Cl:11])=[CH:17][CH:16]=1)[CH2:19][CH2:20][CH2:21][CH2:22][N:23]1[CH2:28][CH2:27][CH:26]([C:29]2[CH:30]=[C:31]([NH:35][C:36](=[O:40])[CH:37]([CH3:39])[CH3:38])[CH:32]=[CH:33][CH:34]=2)[CH2:25][CH2:24]1)(=[O:10])[CH3:9]. Reported procedure: Prepared by Procedure A and Scheme AN using 1-(3-hydroxyphenyl)ethanone and N-(3-{1-[5-(4-chlorophenyl)-5-hydroxypentyl]-4-piperidinyl}phenyl)-2-methylpropanamide: 1H NMR (400 MHz, CDCl3), HCl salt δ 8.05 (s, br, 1H), 7.74–6.88 (m, 12H), 5.27–5.16 (m, 1H), 3.69–3.52 (m, br, 2H), 3.10–2.81 (br, 2H), 2.81–2.57 (m, br, 4H), 2.54 (s, 3H), 2.52–2.40 (m, br, 2H), 2.05–1.80 (m, br, 6H), 1.66–1.42 (m, br, 2H), 1.25 (d, 6H, J=6.8 Hz); Anal. Calc. for C34H42Cl2N2O30.5CH2Cl2.1.0H2O: C, 63.46; H, 6.91; N, 4...